This data is from the Open Reaction Database (ORD), a public repository of structured organic reaction records. The task is: describe an organic reaction: reactants, conditions, products, and yield Reactants: CCNCc1ccccc1N, CCN(C(C)C)C(C)C, NC(=O)c1ccc(Cl)nn1, CN(C)C=O. Product: CCN(Cc1ccccc1N)c1ccc(C(N)=O)nn1. As a reaction SMILES: [CH2:1]([CH3:2])[NH:3][CH2:4][c:5]1[c:6]([NH2:11])[cH:7][cH:8][cH:9][cH:10]1.[CH:22]([N:23]([CH:24]([CH3:25])[CH3:26])[CH2:27][CH3:28])([CH3:29])[CH3:30].[Cl:12][c:13]1[cH:14][cH:15][c:16]([C:19](=[O:20])[NH2:21])[n:17][n:18]1.[O:31]=[CH:32][N:33]([CH3:34])[CH3:35]>>[CH2:1]([CH3:2])[N:3]([CH2:4][c:5]1[c:6]([NH2:11])[cH:7][cH:8][cH:9][cH:10]1)[c:13]1[cH:14][cH:15][c:16]([C:19](=[O:20])[NH2:21])[n:17][n:18]1. The reactants are NCCCOC=1C=C(C=CC1)N (3-(3-aminopropoxy)phenylamine), O=C([C@H](O)[C@@H](O)[C@@H](O)[C@H](O)C(=O)O)O (galactaric acid), O (Water). The solvent is C(C)O (ethanol). Reported procedure: To a solution of 3-(3-aminopropoxy)phenylamine (1.37 g, 8.25 mmol) in ethanol (12 mL) was added galactaric acid (0.867 g, 4.13 mmol). Water (3 mL) was added drop-wise, while warming the solution to reflux. To remove some white, insoluble solids, the warm solution was filtered through a glass wool plug, washing the filter plug with a warm solution of ethanol-water (4:1, v/v) (4 mL). The filtrate was diluted with ethanol (80 mL). The mixture was allowed to cool to ambient temperature and was furth... Product: O=C([C@H](O)[C@@H](O)[C@@H](O)[C@H](O)C(=O)O)O.NCCCOC=1C=C(C=CC1)N.NCCCOC=1C=C(C=CC1)N (3-(3-Aminopropoxy)phenylamine Hemigalactarate). RXN SMILES: [NH2:1][CH2:2][CH2:3][CH2:4][O:5][C:6]1[CH:7]=[C:8]([NH2:12])[CH:9]=[CH:10][CH:11]=1.[O:13]=[C:14]([OH:26])[C@@H:15]([C@H:17]([C@H:19]([C@@H:21]([C:23]([OH:25])=[O:24])[OH:22])[OH:20])[OH:18])[OH:16].O>C(O)C>[O:13]=[C:14]([OH:26])[C@@H:15]([C@H:17]([C@H:19]([C@@H:21]([C:23]([OH:25])=[O:24])[OH:22])[OH:20])[OH:18])[OH:16].[NH2:1][CH2:2][CH2:3][CH2:4][O:5][C:6]1[CH:7]=[C:8]([NH2:12])[CH:9]=[CH:10][CH:11]=1.[NH2:1][CH2:2][CH2:3][CH2:4][O:5][C:6]1[CH:7]=[C:8]([NH2:12])[CH:9]=[CH:10][CH:11]=1 |f:4.5.6|. Reactants: CC(Oc1cc(-c2cn(CC(=O)OC(C)(C)C)cn2)cnc1N)c1c(Cl)ccc(F)c1Cl, ClCCl, Cl, C1COCCO1. Yields the product CC(Oc1cc(-c2cn(CC(=O)O)cn2)cnc1N)c1c(Cl)ccc(F)c1Cl. As a reaction SMILES: [C:8]([CH3:9])([CH3:10])([CH3:11])[O:12][C:13]([CH2:14][n:15]1[cH:16][n:17][c:18](-[c:20]2[cH:21][n:22][c:23]([NH2:38])[c:24]([O:26][CH:27]([CH3:28])[c:29]3[c:30]([Cl:37])[c:31]([F:36])[cH:32][cH:33][c:34]3[Cl:35])[cH:25]2)[cH:19]1)=[O:39].[Cl:40][CH2:41][Cl:42].[ClH:1].[O:2]1[CH2:3][CH2:4][O:5][CH2:6][CH2:7]1>>[O:12]=[C:13]([CH2:14][n:15]1[cH:16][n:17][c:18](-[c:20]2[cH:21][n:22][c:23]([NH2:38])[c:24]([O:26][CH:27]([CH3:28])[c:29]3[c:30]([Cl:37])[c:31]([F:36])[cH:32][cH:33][c:34]3[Cl:35])[cH:25]2)[cH:19]1)[OH:39]. Reactants: COCC(=O)Cl, O=C(NCC1CCCNC1)c1c[nH]c2c(-c3c(OCC4CC4)ccc4c3OCO4)ncnc12. Yields the product COCC(=O)N1CCCC(CNC(=O)c2c[nH]c3c(-c4c(OCC5CC5)ccc5c4OCO5)ncnc23)C1. RXN SMILES: [CH3:34][O:35][CH2:36][C:37](=[O:38])[Cl:39].[NH:1]1[CH2:2][CH:3]([CH2:7][NH:8][C:9](=[O:10])[c:11]2[cH:12][nH:13][c:14]3[c:15]2[n:16][cH:17][n:18][c:19]3-[c:20]2[c:21]([O:29][CH2:30][CH:31]3[CH2:32][CH2:33]3)[cH:22][cH:23][c:24]3[c:28]2[O:27][CH2:26][O:25]3)[CH2:4][CH2:5][CH2:6]1>>[N:1]1([C:37]([CH2:36][O:35][CH3:34])=[O:38])[CH2:2][CH:3]([CH2:7][NH:8][C:9](=[O:10])[c:11]2[cH:12][nH:13][c:14]3[c:15]2[n:16][cH:17][n:18][c:19]3-[c:20]2[c:21]([O:29][CH2:30][CH:31]3[CH2:32][CH2:33]3)[cH:22][cH:23][c:24]3[c:28]2[O:27][CH2:26][O:25]3)[CH2:4][CH2:5][CH2:6]1. Starting materials: O=C=NS(=O)(=O)C1C2CCC(C2)C1Cl, ClCCl, Cc1cc(C)nc(N)n1. Yields the product Cc1cc(C)nc(NC(=O)NS(=O)(=O)C2C3CCC(C3)C2Cl)n1. RXN SMILES: [Cl:1][CH:2]1[CH:3]([S:9](=[O:10])(=[O:11])[N:12]=[C:13]=[O:14])[CH:4]2[CH2:5][CH2:6][CH:7]1[CH2:8]2.[Cl:24][CH2:25][Cl:26].[NH2:15][c:16]1[n:17][c:18]([CH3:23])[cH:19][c:20]([CH3:22])[n:21]1>>[Cl:1][CH:2]1[CH:3]([S:9](=[O:10])(=[O:11])[NH:12][C:13](=[O:14])[NH:15][c:16]2[n:17][c:18]([CH3:23])[cH:19][c:20]([CH3:22])[n:21]2)[CH:4]2[CH2:5][CH2:6][CH:7]1[CH2:8]2. Starting materials: BrN1C(CCC1=O)=O (N-Bromosuccinimide), C(CC)OC1=C(C=CC=C1)C=1NC(C2=C(N1)C(=NN2C)CCC)=O (5-(2-n-propoxyphenyl)-1-methyl-3-n-propyl-1,6-dihydro-7H-pyrazolo[4,3-d]pyrimidin-7-one). Solvent: CN(C=O)C (dimethylformamide), CN(C=O)C (dimethylformamide). The product is BrC=1C=CC(=C(C1)C=1NC(C2=C(N1)C(=NN2C)CCC)=O)OCCC (5-(5-Bromo-2-n-propoxyphenyl)-1-methyl-3-n-propyl-1,6-dihydro-7H-pyrazolo[4,3-d]pyrimidin-7-one). Isolated yield 83.6%. Reaction SMILES: [Br:1]N1C(=O)CCC1=O.[CH2:9]([O:12][C:13]1[CH:18]=[CH:17][CH:16]=[CH:15][C:14]=1[C:19]1[NH:20][C:21](=[O:32])[C:22]2[N:27]([CH3:28])[N:26]=[C:25]([CH2:29][CH2:30][CH3:31])[C:23]=2[N:24]=1)[CH2:10][CH3:11]>CN(C)C=O>[Br:1][C:16]1[CH:17]=[CH:18][C:13]([O:12][CH2:9][CH2:10][CH3:11])=[C:14]([C:19]2[NH:20][C:21](=[O:32])[C:22]3[N:27]([CH3:28])[N:26]=[C:25]([CH2:29][CH2:30][CH3:31])[C:23]=3[N:24]=2)[CH:15]=1. Reported procedure: N-Bromosuccinimide (2,6g, 0.016 mol) in dimethylformamide (40 ml) was added dropwise to a stirred solution of 5-(2-n-propoxyphenyl)-1-methyl-3-n-propyl-1,6-dihydro-7H-pyrazolo[4,3-d]pyrimidin-7-one (Preparation 10, 4.0 g, 0.010 mol) in dimethylformamide (40 ml) at room temperature. After 7 hours the solvent was removed by evaporation under vacuum, the residue suspended in saturated aqueous sodium carbonate solution, and the resulting solution extracted with ethyl acetate (3×50 ml). The organic e... Reaction SMILES: [H-].[Na+].[CH3:3][O:4][C:5]1[CH:10]=[CH:9][C:8]([OH:11])=[CH:7][CH:6]=1.Cl.Cl[CH2:14][CH2:15][C:16]1[N:17]=[CH:18][NH:19][CH:20]=1.C(OCC)C>CN(C)C=O.[I-].C([N+](CCCC)(CCCC)CCCC)CCC>[CH3:3][O:4][C:5]1[CH:10]=[CH:9][C:8]([O:11][CH2:14][CH2:15][C:16]2[N:17]=[CH:18][NH:19][CH:20]=2)=[CH:7][CH:6]=1 |f:0.1,3.4,7.8|. Procedure: 240 mg (60% in oil, 6 mmol) of sodium hydride are slowly added to a solution of 1.48 g (12 mmol) of 4-methoxyphenol in 7 ml of dimethylformamide and the mixture is stirred at room temperature for 1 hour. 200 mg (1.2 mmol) of 4-(2-chloroethyl)-1H-imidazole hydrochloride and tetrabutylammonium iodide (catalyst) are added and the mixture is stirred at 80° C. for 2 days. The reaction mixture is cooled and 150 ml of diethyl ether are added. The precipitate is separated by filtration and the filtrate ... Product: COC1=CC=C(OCCC=2N=CNC2)C=C1 (4-[2-(4-Methoxyphenoxy)ethyl]-1H-imidazole). Reagents/catalysts: [I-].C(CCC)[N+](CCCC)(CCCC)CCCC (tetrabutylammonium iodide). Reaction conditions: time 1 hour. The solvent is CN(C=O)C (dimethylformamide). Reactants: Cl.ClCCC=1N=CNC1 (4-(2-chloroethyl)-1H-imidazole hydrochloride), C(C)OCC (diethyl ether), [H-].[Na+] (sodium hydride), COC1=CC=C(C=C1)O (4-methoxyphenol). The reactants are C(C)(=O)[O-].[Na+] (sodium acetate), C(C)(=O)O[BH-](OC(C)=O)OC(C)=O.[Na+] (sodium triacetoxyborohydride), C(C)OC(=O)C1(CC1)CN (ethyl1-(aminomethyl)cyclopropane-1-carboxylate), C(C)OC(=O)C1(CC1)CN (ethyl1-(aminomethyl)cyclopropane-1-carboxylate), CC(=O)C (acetone). Run in C(Cl)Cl (DCM). Run at time 15 minute. The product is C(C)OC(=O)C1(CC1)CNC(C)C (ethyl1-[(propan-2-ylamino)methyl]cyclopropane-1-carboxylate). Yield: 97.4%. As a reaction SMILES: [CH2:1]([O:3][C:4]([C:6]1([CH2:9][NH2:10])[CH2:8][CH2:7]1)=[O:5])[CH3:2].[CH3:11][C:12]([CH3:14])=O.C([O-])(=O)C.[Na+].C(O[BH-](OC(=O)C)OC(=O)C)(=O)C.[Na+]>C(Cl)Cl>[CH2:1]([O:3][C:4]([C:6]1([CH2:9][NH:10][CH:12]([CH3:14])[CH3:11])[CH2:8][CH2:7]1)=[O:5])[CH3:2] |f:2.3,4.5|. Procedure details: To a solution of ethyl1-(aminomethyl)cyclopropane-1-carboxylate (Intermediate 114; 20.65 g, 250 mmol) in DCM (200 mL) was added acetone (3.74 mL, 51 mmol). After stirring at room temperature for 15 minutes, sodium acetate (4.185 g, 51 mmol) was added, followed by sodium triacetoxyborohydride (15.905 g, 75 mmol). The suspension was stirred at room temperature for 2 days then partitioned between DCM and an aqueous solution of saturated sodium hydrogen carbonate. The organic layer was separated, th... Starting materials: FC(OC=1C=C(C=CC1)O)(F)F (3-(trifluoromethoxy)phenol), BrCCCO (3-bromopropan-1-ol), C([O-])([O-])=O.[K+].[K+] (potassium carbonate). The solvent is CN(C)C=O (DMF). Run at temperature 80 celsius. Product: FC(OC=1C=C(OCCCO)C=CC1)(F)F (3-(3-(trifluoromethoxy)phenoxy)propan-1-ol). Isolated yield 80.6%. Reaction SMILES: [F:1][C:2]([F:12])([F:11])[O:3][C:4]1[CH:5]=[C:6]([OH:10])[CH:7]=[CH:8][CH:9]=1.Br[CH2:14][CH2:15][CH2:16][OH:17].C(=O)([O-])[O-].[K+].[K+]>CN(C=O)C>[F:1][C:2]([F:11])([F:12])[O:3][C:4]1[CH:5]=[C:6]([CH:7]=[CH:8][CH:9]=1)[O:10][CH2:14][CH2:15][CH2:16][OH:17] |f:2.3.4|. Procedure details: To a solution of 3-(trifluoromethoxy)phenol (0.3 g, 1.68 mmol) in DMF (10 mL) was added 3-bromopropan-1-ol (0.47 g, 3.37 mmol) and potassium carbonate (0.47 g, 3.37 mmol). The reaction was heated at 80° C. overnight. The mixture was cooled and partitioned between ethyl acetate and water. The organic layer was dried over sodium sulfate, filtered and concentrated to give a crude product which was purified by column chromatography eluting with petroleum ether and ethyl acetate (10:1) to give 3-(3-(...